Dataset: the Open Reaction Database (ORD), a public repository of structured organic reaction records. Task: describe an organic reaction: reactants, conditions, products, and yield Reactants: O.O.[Sn](Cl)Cl (Tin (II) chloride dihydrate), O.O.[Sn](Cl)Cl (tin (II) chloride dihydrate), [OH-].[NH4+] (ammonium hydroxide), BrC1=C(C(=CC=C1)[N+](=O)[O-])SCCCCl (1-Bromo-2-[(3-chloropropyl)thio]-3-nitrobenzene). Run in Cl (hydrochloric acid), Cl (hydrochloric acid), C(C)O (ethyl alcohol). Run at temperature 0 celsius. Product: BrC1(C(C=CC=C1)SCCCCl)N (1-bromo-2-[(3-chloropropyl)thio]-benzenamine). Yield: 93.2%. RXN SMILES: [Br:1][C:2]1[CH:7]=[CH:6][CH:5]=[C:4]([N+]([O-])=O)[C:3]=1[S:11][CH2:12][CH2:13][CH2:14][Cl:15].O.O.[Sn](Cl)Cl.[OH-].[NH4+:22]>C(O)C.Cl>[Br:1][C:2]1([NH2:22])[CH:7]=[CH:6][CH:5]=[CH:4][CH:3]1[S:11][CH2:12][CH2:13][CH2:14][Cl:15] |f:1.2.3,4.5|. Reported procedure: 1-Bromo-2-[(3-chloropropyl)thio]-3-nitrobenzene (6.78 g, 21.9 mmol) was dissolved in ethyl alcohol (125 mL) and cooled in an ice bath to 0° C. Tin (II) chloride dihydrate (7.4 g, 32.8 mmol) was dissolved in concentrated hydrochloric acid (25 mL) and then added to the first solution over 20 minutes. The reaction was then allowed to warm to room temperature and stirred over night. Reaction mixture was cooled to 0° C. in an ice bath and another (1.5 eq, 7.4 g) of tin (II) chloride dihydrate in conc... The reactants are COc1cnc(Br)c2[nH]cc(C(=O)C(=O)N3CCc4c(cccc4-c4ccccn4)C3)c12, CNC1CCCCC1NC, [Cu]I, CC(F)(F)c1nc[nH]n1, [K+], [K+], O=C([O-])[O-], C1COCCO1. Product: COc1cnc(-n2cnc(C(C)(F)F)n2)c2[nH]cc(C(=O)C(=O)N3CCc4c(cccc4-c4ccccn4)C3)c12. RXN SMILES: [Br:1][c:2]1[n:3][cH:4][c:5]([O:31][CH3:32])[c:6]2[c:7]1[nH:8][cH:9][c:10]2[C:11]([C:12](=[O:13])[N:14]1[CH2:15][c:16]2[cH:17][cH:18][cH:19][c:20](-[c:24]3[n:25][cH:26][cH:27][cH:28][cH:29]3)[c:21]2[CH2:22][CH2:23]1)=[O:30].[CH3:42][NH:43][CH:44]1[CH2:45][CH2:46][CH2:47][CH2:48][CH:49]1[NH:50][CH3:51].[Cu:64][I:65].[F:33][C:34]([CH3:35])([F:36])[c:37]1[n:38][nH:39][cH:40][n:41]1.[K+:52].[K+:53].[O-:54][C:55]([O-:56])=[O:57].[O:58]1[CH2:59][CH2:60][O:61][CH2:62][CH2:63]1>>[c:2]1(-[n:39]2[n:38][c:37]([C:34]([F:33])([CH3:35])[F:36])[n:41][cH:40]2)[n:3][cH:4][c:5]([O:31][CH3:32])[c:6]2[c:7]1[nH:8][cH:9][c:10]2[C:11]([C:12](=[O:13])[N:14]1[CH2:15][c:16]2[cH:17][cH:18][cH:19][c:20](-[c:24]3[n:25][cH:26][cH:27][cH:28][cH:29]3)[c:21]2[CH2:22][CH2:23]1)=[O:30].